This data is from the Open Reaction Database (ORD), a public repository of structured organic reaction records. The task is: describe an organic reaction: reactants, conditions, products, and yield Reactants: B(OC(C)C)(OC(C)C)OC(C)C (triisopropyl borate), BrC1=CC=C(C=C1)C(C(=O)O)(C)C (2-(4-bromophenyl)-2-methylpropanoic acid), solution, C(CCC)[Li] (n-butyllithium), CCCCCC (hexane). The solvent is C1CCOC1 (THF). Reaction conditions: temperature -50 celsius, time 2 hour. The product is B(O)(O)C1=CC=C(C=C1)C(C(=O)O)(C)C (2-(4-boronophenyl)-2-methylpropanoic acid). The yield is 101.3%. RXN SMILES: Br[C:2]1[CH:7]=[CH:6][C:5]([C:8]([CH3:13])([CH3:12])[C:9]([OH:11])=[O:10])=[CH:4][CH:3]=1.C([Li])CCC.CCCCCC.[B:25](OC(C)C)([O:30]C(C)C)[O:26]C(C)C>C1COCC1>[B:25]([C:2]1[CH:7]=[CH:6][C:5]([C:8]([CH3:13])([CH3:12])[C:9]([OH:11])=[O:10])=[CH:4][CH:3]=1)([OH:30])[OH:26]. Procedure details: To a solution of 2-(4-bromophenyl)-2-methylpropanoic acid (15 g, 61.7 mmol) in anhydrous THF (150 mL) was added at −78° C. under argon a 2.5 M solution of n-butyllithium in hexane (37 ml, 92.6 mmol) dropwise, followed by triisopropyl borate (43 ml, 185.1 mmol). After the addition, the reaction mixture was stirred at −50° C. for 2 hrs and allowed to warm up to room temperature and stirred over night. The reaction mixture was quenched with 1 N HCl then extracted with EtOAc and washed successively ... The reactants are C1CCOC1, [Li]CCCC, CCCCCC, Cn1cnc(-c2ccc(Cl)cc2Cl)c1-c1ccc(Cl)cc1, CCOC(=O)Cl. The product is CCOC(=O)c1nc(-c2ccc(Cl)cc2Cl)c(-c2ccc(Cl)cc2)n1C. RXN SMILES: [CH2:33]1[O:34][CH2:35][CH2:36][CH2:37]1.[CH3:22][CH2:23][CH2:24][CH2:25][Li:26].[CH3:38][CH2:39][CH2:40][CH2:41][CH2:42][CH3:43].[Cl:1][c:2]1[cH:3][cH:4][c:5](-[c:8]2[c:9](-[c:14]3[c:15]([Cl:21])[cH:16][c:17]([Cl:20])[cH:18][cH:19]3)[n:10][cH:11][n:12]2[CH3:13])[cH:6][cH:7]1.[Cl:27][C:28](=[O:29])[O:30][CH2:31][CH3:32]>>[Cl:1][c:2]1[cH:3][cH:4][c:5](-[c:8]2[c:9](-[c:14]3[c:15]([Cl:21])[cH:16][c:17]([Cl:20])[cH:18][cH:19]3)[n:10][c:11]([C:28](=[O:29])[O:30][CH2:31][CH3:32])[n:12]2[CH3:13])[cH:6][cH:7]1. Starting materials: C1(=CC=CC=C1)N1C(C2=C(C=3C=CC=NC13)OCC2)=O (3,5-dihydro-5-phenyl-furo-[3,2-c][1,8]-naphthyridin-4[2H]-one), ClC=1C(C(=C(C(C1Cl)=O)C#N)C#N)=O (2,3-dichloro-5,6-dicyano-1,4-benzoquinone). The solvent is C1(=CC=CC=C1)C (toluene). Reaction conditions: time 20 hour. Product: C1(=CC=CC=C1)N1C(C2=C(C=3C=CC=NC13)OC=C2)=O (5-Phenyl-furo[3,2-c][1,8]naphthyridin-4[5H]-one). Reaction SMILES: [C:1]1([N:7]2[C:16]3[N:15]=[CH:14][CH:13]=[CH:12][C:11]=3[C:10]3[O:17][CH2:18][CH2:19][C:9]=3[C:8]2=[O:20])[CH:6]=[CH:5][CH:4]=[CH:3][CH:2]=1.ClC1C(=O)C(C#N)=C(C#N)C(=O)C=1Cl>C1(C)C=CC=CC=1>[C:1]1([N:7]2[C:16]3[N:15]=[CH:14][CH:13]=[CH:12][C:11]=3[C:10]3[O:17][CH:18]=[CH:19][C:9]=3[C:8]2=[O:20])[CH:2]=[CH:3][CH:4]=[CH:5][CH:6]=1. Procedure: A mixture of 3,5-dihydro-5-phenyl-furo-[3,2-c][1,8]-naphthyridin-4[2H]-one (2 g.) and 2,3-dichloro-5,6-dicyano-1,4-benzoquinone (DDQ; 2 g.) in dry toluene (50 ml.) was stirred in an atmosphere of nitrogen and heated to reflux. Refluxing was continued for 20 hrs. After cooling somewhat the mixture was evaporated, dissolved in CH2Cl2, filtered and chromatographed on silica gel eluting with increasing concentrations of ethyl acetate in CH2Cl2 (0-10%). Evaporation of the relevant fractions and recry... Starting materials: [N+](=O)([O-])C1=CC=CC=C1 (nitrobenzene), C(N)([O-])=O (carbamate), C(=O)NC1=CC=CC=C1 (formanilide), CO, methyl-N-phenyl carbamate. Procedure: In a separate run, the foregoing procedure is repeated except that the charge to the reactor additionally contains 4.0 grams of nitrobenzene. After 19 hours of reaction at a temperature of 180° C. and a CO pressure of 1000 psig, analysis of the reactor effluent from this second run shows methyl-N-phenyl carbamate to be formed in a yield of only 100%, based on cobalt charged, with a selectivity to a carbamate of only 50%, based on cobalt charged. The balance of products is found to comprise predo... The product is C1(=CC=CC=C1)NC(=O)NC1=CC=CC=C1 (diphenyl urea). As a reaction SMILES: [N+:1]([C:4]1[CH:9]=[CH:8][CH:7]=[CH:6][CH:5]=1)([O-])=O.C(=O)([O-])N.[CH:14]([NH:16][C:17]1[CH:22]=[CH:21][CH:20]=[CH:19][CH:18]=1)=[O:15]>>[C:4]1([NH:1][C:14]([NH:16][C:17]2[CH:22]=[CH:21][CH:20]=[CH:19][CH:18]=2)=[O:15])[CH:9]=[CH:8][CH:7]=[CH:6][CH:5]=1. The reactants are ClC1=C(C(=CC=C1)Cl)C(C#N)=NC1=C(C=CC=C1)C (2,6-dichloro-α-[(2-methylphenyl)imino]benzeneacetonitrile), CO (methanol), [BH4-].[Na+] (sodium borohydride). The solvent is O (water). Reaction conditions: time 0.5 hour. Product: ClC1=C(C(=CC=C1)Cl)C(C#N)NC1=C(C=CC=C1)C (2,6-dichloro-α-[(2-methylphenyl)amino]benzeneacetonitrile). Yield: 82.1%. RXN SMILES: [Cl:1][C:2]1[CH:7]=[CH:6][CH:5]=[C:4]([Cl:8])[C:3]=1[C:9](=[N:12][C:13]1[CH:18]=[CH:17][CH:16]=[CH:15][C:14]=1[CH3:19])[C:10]#[N:11].CO.[BH4-].[Na+]>O>[Cl:1][C:2]1[CH:7]=[CH:6][CH:5]=[C:4]([Cl:8])[C:3]=1[CH:9]([NH:12][C:13]1[CH:18]=[CH:17][CH:16]=[CH:15][C:14]=1[CH3:19])[C:10]#[N:11] |f:2.3|. Procedure: To a stirred mixture of 2.9 parts of 2,6-dichloro-α-[(2-methylphenyl)imino]benzeneacetonitrile in 50 parts of methanol are added portionwise 0.2 parts of sodium borohydride. Upon completion the mixture is stirred during 0.5 hours and 100 parts of water are added. The precipitated produce is filtered off and recrystallized from 30 parts of 2-propanol, yielding 2.4 parts (82.1%) of 2,6-dichloro-α-[(2-methylphenyl)amino]benzeneacetonitrile; mp. 107.7° C. Reactants: COc1cc(N2CCNCC2)cc(OC)c1OC, CO, S=C=S. Yields the product COc1cc(N2CCN(C(=S)S)CC2)cc(OC)c1OC. As a reaction SMILES: [CH3:1][O:2][c:3]1[cH:4][c:5]([N:13]2[CH2:14][CH2:15][NH:16][CH2:17][CH2:18]2)[cH:6][c:7]([O:11][CH3:12])[c:8]1[O:9][CH3:10].[CH3:22][OH:23].[S:19]=[C:20]=[S:21]>>[CH3:1][O:2][c:3]1[cH:4][c:5]([N:13]2[CH2:14][CH2:15][N:16]([C:20](=[S:19])[SH:21])[CH2:17][CH2:18]2)[cH:6][c:7]([O:11][CH3:12])[c:8]1[O:9][CH3:10]. Starting materials: O=C([O-])[O-], COc1ccc(Cn2nc(C)c3c(O)ccnc32)cc1, CCOC(C)=O, CCCCCC, O=[N+]([O-])c1cc(F)c(F)cc1F, [K+], [K+], CN(C)C=O. Yields the product COc1ccc(Cn2nc(C)c3c(Oc4cc(F)c([N+](=O)[O-])cc4F)ccnc32)cc1. Reaction SMILES: [C:33](=[O:34])([O-:35])[O-:36].[CH3:1][O:2][c:3]1[cH:4][cH:5][c:6]([CH2:7][n:8]2[n:9][c:10]([CH3:18])[c:11]3[c:12]2[n:13][cH:14][cH:15][c:16]3[OH:17])[cH:19][cH:20]1.[CH3:44][CH2:45][O:46][C:47]([CH3:48])=[O:49].[CH3:50][CH2:51][CH2:52][CH2:53][CH2:54][CH3:55].[F:21][c:22]1[c:23]([F:32])[cH:24][c:25]([F:31])[c:26]([N+:28](=[O:29])[O-:30])[cH:27]1.[K+:37].[K+:38].[O:39]=[CH:40][N:41]([CH3:42])[CH3:43]>>[CH3:1][O:2][c:3]1[cH:4][cH:5][c:6]([CH2:7][n:8]2[n:9][c:10]([CH3:18])[c:11]3[c:12]2[n:13][cH:14][cH:15][c:16]3[O:17][c:23]2[c:22]([F:21])[cH:27][c:26]([N+:28](=[O:29])[O-:30])[c:25]([F:31])[cH:24]2)[cH:19][cH:20]1.